Dataset: the Open Reaction Database (ORD), a public repository of structured organic reaction records. Task: describe an organic reaction: reactants, conditions, products, and yield Starting materials: c1ccc(COc2ccccc2C[P+](c2ccccc2)(c2ccccc2)c2ccccc2)cc1, COc1ccccc1CCC=O, CC#N, [Cl-], C1CCC2=NCCCN2CC1. Product: COc1ccccc1CCC=Cc1ccccc1OCc1ccccc1. RXN SMILES: [CH2:14]([c:15]1[cH:16][cH:17][cH:18][cH:19][cH:20]1)[O:21][c:22]1[c:23]([CH2:24][P+:25]([c:26]2[cH:27][cH:28][cH:29][cH:30][cH:31]2)([c:32]2[cH:33][cH:34][cH:35][cH:36][cH:37]2)[c:38]2[cH:39][cH:40][cH:41][cH:42][cH:43]2)[cH:44][cH:45][cH:46][cH:47]1.[CH3:1][O:2][c:3]1[c:4]([CH2:9][CH2:10][CH:11]=[O:12])[cH:5][cH:6][cH:7][cH:8]1.[CH3:59][C:60]#[N:61].[Cl-:13].[N:48]12[CH2:49][CH2:50][CH2:51][N:52]=[C:53]1[CH2:54][CH2:55][CH2:56][CH2:57][CH2:58]2>>[CH3:1][O:2][c:3]1[c:4]([CH2:9][CH2:10][CH:11]=[CH:24][c:23]2[c:22]([O:21][CH2:14][c:15]3[cH:16][cH:17][cH:18][cH:19][cH:20]3)[cH:47][cH:46][cH:45][cH:44]2)[cH:5][cH:6][cH:7][cH:8]1. The reactants are Oc1c(F)cc(Br)cc1F, O=C([O-])[O-], CC(C)=O, ClCCl, CI, [K+], [K+]. Yields the product COc1c(F)cc(Br)cc1F. As a reaction SMILES: [Br:3][c:4]1[cH:5][c:6]([F:12])[c:7]([OH:11])[c:8]([F:10])[cH:9]1.[C:13](=[O:14])([O-:15])[O-:16].[CH3:22][C:23](=[O:24])[CH3:25].[Cl:19][CH2:20][Cl:21].[I:1][CH3:2].[K+:17].[K+:18]>>[Br:3][c:4]1[cH:5][c:6]([F:12])[c:7]([O:11][CH3:13])[c:8]([F:10])[cH:9]1. The reactants are C#CCCCCCC (1-octyne), C1(=CC=CC=C1)C#C (phenylacetylene), O1C(=CC=C1)C#N (2-furonitrile). Solvent: C(C1=CC=CC=C1)#N (benzonitrile). Reaction conditions: time 22 hour. The product is C(#CCCCCCC)C=1OC=CC1 (2-(1-octynyl)furan). The yield is 62.0%. As a reaction SMILES: [CH:1]#[C:2][CH2:3][CH2:4][CH2:5][CH2:6][CH2:7]C.C1(C#C)C=CC=CC=1.[O:17]1[CH:21]=[CH:20][CH:19]=[C:18]1[C:22]#N>C(#N)C1C=CC=CC=1>[C:22]([C:18]1[O:17][CH:21]=[CH:20][CH:19]=1)#[C:1][CH2:2][CH2:3][CH2:4][CH2:5][CH2:6][CH3:7]. Reported procedure: The procedure was identical to Example 2, with the exception that 1-octyne (0.590 ml; 0.441 g; 4.00 mmol) was used as a substrate instead of phenylacetylene and 2-furonitrile (0.175 ml; 0.186 g; 2.00 mmol) was used as a substrate instead of benzonitrile. GC analysis of the organic phase of the hydrolyzed reaction sample after 22 h at 65° C. showed the presence of 1.24 mmol (62% yield) of 2-(1-octynyl)furan and no remaining 2-furonitrile in the reaction mixture. Starting materials: C1(CCCC1)OC=1C(=NC=CC1)[N+](=O)[O-] (3-(cyclopentyloxy)-2-nitropyridine), BrBr (bromine). The reagents and catalysts are [Zn] (Zn). The solvent is C(C)(=O)O (acetic acid). Run at time 30 minute. Product: BrC=1C=C(C(=NC1)N)OC1CCCC1 (5-bromo-3-(cyclopentyloxy)pyridin-2-amine). The yield is 52.1%. As a reaction SMILES: [CH:1]1([O:6][C:7]2[C:8]([N+:13]([O-])=O)=[N:9][CH:10]=[CH:11][CH:12]=2)[CH2:5][CH2:4][CH2:3][CH2:2]1.[Br:16]Br>C(O)(=O)C.[Zn]>[Br:16][C:11]1[CH:12]=[C:7]([O:6][CH:1]2[CH2:5][CH2:4][CH2:3][CH2:2]2)[C:8]([NH2:13])=[N:9][CH:10]=1. Procedure: 3-(cyclopentyloxy)-2-nitropyridine (8.2 g, 39.3 mmol) in acetic acid (90 mL) was cooled in a water bath. Zn dust (10 microns) (12.9 g, 197 mmol) was slowly added in portions over 15 minutes and the reaction stirred for an additional 30 minutes. The solution was filtered over celite and the solids were rinsed with DCM. The filtrate was concentrated to about 90 mL of acetic acid. To this solution was added bromine (2.0 mL, 39.3 mmol) in dropwise manner. After 15 minutes, the material was concentra... Reactants: OC1=C(C=C(C=C1CN(CC)CC)C(C)(C)CC(C)(C)C)N1N=C2C(=N1)C=CC=C2 (2-(2-Hydroxy-3-diethylaminomethyl-5-tert-octylphenyl)-2H-benzotriazole), OC1=C(C(=O)C2=CC=CC=C2)C=CC(=C1)OCCCCCCCCCCCC (2-hydroxy-4-dodecyloxybenzophenone). The product is N=1N(N=C2C1C=CC=C2)C2=C(C(=CC(=C2)C(C)(C)CC(C)(C)C)CC2=C(C(=CC=C2OCCCCCCCCCCCC)C(C2=CC=CC=C2)=O)O)O (2-(Benzotriazol-2-yl)-4-tert-octyl-6-(2-hydroxyl-3-benzoyl-6-dodecyloxybenzyl)phenol), solid. RXN SMILES: [OH:1][C:2]1[C:7]([CH2:8]N(CC)CC)=[CH:6][C:5]([C:14]([CH2:17][C:18]([CH3:21])([CH3:20])[CH3:19])([CH3:16])[CH3:15])=[CH:4][C:3]=1[N:22]1[N:26]=[C:25]2[CH:27]=[CH:28][CH:29]=[CH:30][C:24]2=[N:23]1.[OH:31][C:32]1[CH:45]=[C:44]([O:46][CH2:47][CH2:48][CH2:49][CH2:50][CH2:51][CH2:52][CH2:53][CH2:54][CH2:55][CH2:56][CH2:57][CH3:58])[CH:43]=[CH:42][C:33]=1[C:34]([C:36]1[CH:41]=[CH:40][CH:39]=[CH:38][CH:37]=1)=[O:35]>>[N:23]1[N:22]([C:3]2[CH:4]=[C:5]([C:14]([CH2:17][C:18]([CH3:21])([CH3:20])[CH3:19])([CH3:15])[CH3:16])[CH:6]=[C:7]([CH2:8][C:45]3[C:44]([O:46][CH2:47][CH2:48][CH2:49][CH2:50][CH2:51][CH2:52][CH2:53][CH2:54][CH2:55][CH2:56][CH2:57][CH3:58])=[CH:43][CH:42]=[C:33]([C:34](=[O:35])[C:36]4[CH:41]=[CH:40][CH:39]=[CH:38][CH:37]=4)[C:32]=3[OH:31])[C:2]=2[OH:1])[N:26]=[C:25]2[CH:27]=[CH:28][CH:29]=[CH:30][C:24]=12. Procedure: Following the general procedure of Example 5 using the Mannich intermediate of Example 2 and 2-hydroxy-4-dodecyloxybenzophenone, the title compound is obtained as a yellow crystalline solid melting at 78°-82° C. Starting materials: ClC1=CC(=C(C(=C1)OCC#C)C=1C(N(C(=CC1)C(F)(F)F)C)=O)F (3-[4-chloro-2-fluoro-6-propargyloxyphenyl]-1-methyl-6-trifluoromethyl-2(1H)-pyridone), [F-].[Cs+] (cesium fluoride), C(C)N(C1=CC=CC=C1)CC (N,N-diethylaniline). Yields the product ClC1=CC(=C(C2=C1C=C(O2)C)C=2C(N(C(=CC2)C(F)(F)F)C)=O)F (3-(4-chloro-6-fluoro-2-methylbenzofuran-7-yl)-1-methyl-6-trifluoromethyl-2 (1H)-pyridone). The yield is 21.0%. Reaction SMILES: [Cl:1][C:2]1[CH:7]=[C:6]([O:8]CC#C)[C:5]([C:12]2[C:13](=[O:23])[N:14]([CH3:22])[C:15]([C:18]([F:21])([F:20])[F:19])=[CH:16][CH:17]=2)=[C:4]([F:24])[CH:3]=1.[F-].[Cs+].C(N(CC)[C:30]1[CH:35]=CC=C[CH:31]=1)C>>[Cl:1][C:2]1[C:7]2[CH:31]=[C:30]([CH3:35])[O:8][C:6]=2[C:5]([C:12]2[C:13](=[O:23])[N:14]([CH3:22])[C:15]([C:18]([F:20])([F:19])[F:21])=[CH:16][CH:17]=2)=[C:4]([F:24])[CH:3]=1 |f:1.2|. Procedure details: 2.78 g (7.73 mmol) of 3-[4-chloro-2-fluoro-6-propargyloxyphenyl]-1-methyl-6-trifluoromethyl-2(1H)-pyridone and 2.35 g (15.46 mmol) of cesium fluoride was heated to 180° C. in 50 ml of N,N-diethylaniline and reacted for 1 hour. The solvent was distilled off under reduced pressure, followed by extraction with ethyl acetate. The organic layer was washed with dilute hydrochloric acid and dried over magnesium sulfate. Then, the solvent was distilled off under reduced pressure. Then, the obtained resi... As a reaction SMILES: [C:34](=[O:35])([O-:36])[OH:37].[CH3:30][C:31]([Cl:32])=[O:33].[CH3:39][CH2:40][O:41][C:42](=[O:43])[CH3:44].[NH2:1][c:2]1[cH:3][cH:4][cH:5][c:6]2[c:10]1[C:9](=[O:11])[N:8]([CH:12]([CH2:13][C:14](=[O:15])[N:16]([CH3:17])[CH3:18])[c:19]1[cH:20][c:21]([O:27][CH2:28][CH3:29])[c:22]([O:25][CH3:26])[cH:23][cH:24]1)[CH2:7]2.[Na+:38].[O:45]1[CH2:46][CH2:47][CH2:48][CH2:49]1>>[NH:1]([c:2]1[cH:3][cH:4][cH:5][c:6]2[c:10]1[C:9](=[O:11])[N:8]([CH:12]([CH2:13][C:14](=[O:15])[N:16]([CH3:17])[CH3:18])[c:19]1[cH:20][c:21]([O:27][CH2:28][CH3:29])[c:22]([O:25][CH3:26])[cH:23][cH:24]1)[CH2:7]2)[C:31]([CH3:30])=[O:33]. The reactants are O=C([O-])O, CC(=O)Cl, CCOC(C)=O, CCOc1cc(C(CC(=O)N(C)C)N2Cc3cccc(N)c3C2=O)ccc1OC, [Na+], C1CCOC1. Yields the product CCOc1cc(C(CC(=O)N(C)C)N2Cc3cccc(NC(C)=O)c3C2=O)ccc1OC.